From a dataset of the Open Reaction Database (ORD), a public repository of structured organic reaction records. describe an organic reaction: reactants, conditions, products, and yield Starting materials: C(Cl)(Cl)Cl (Chloroform), O1C(CCC1)C(=O)N1CCNCC1 (4-(2-Tetrahydrofuroyl)piperazine), [O-]C#N.[Na+] (Sodium cyanate), Cl (Hydrochloric acid). Solvent: O (water). Procedure: 4-(2-Tetrahydrofuroyl)piperazine (33.25 g, 180.7 mmol) (III) is dissolved in 165 mL water. 5N Hydrochloric acid (34.5 mL) is added and the suspension is heated to 70° C. with stirring. Sodium cyanate (13.1 g, 201.15 mmol) is added in small portion to the stirring solution and heating is continued for an additional 2 hours. The reaction mixture is concentrated under reduced pressure to yield a thick oil. Chloroform (100 mL) is added to the oil and the solution is heated to reflux. The hot solutio... RXN SMILES: [O:1]1[CH2:5][CH2:4][CH2:3][CH:2]1[C:6]([N:8]1[CH2:13][CH2:12][NH:11][CH2:10][CH2:9]1)=[O:7].Cl.[O-:15][C:16]#[N:17].[Na+].C(Cl)(Cl)Cl>O>[O:1]1[CH2:5][CH2:4][CH2:3][CH:2]1[C:6]([N:8]1[CH2:9][CH2:10][N:11]([NH:17][CH:16]=[O:15])[CH2:12][CH2:13]1)=[O:7] |f:2.3|. The product is O1C(CCC1)C(=O)N1CCN(CC1)NC=O (4-(2-tetrahydrofuroyl)piperazine-1-ylformamide). Conditions: temperature 70 celsius, time 2 hour. The yield is 82.3%. Starting materials: C1(=CC=CC=C1)C1=NC(=NC(=N1)C1=CC=CC=C1)C1=CC2=C(C3=CC=CC=C3C(=C2C=C1)C1=C2C=CC=NC2=C(C=C1)O)C1=C2C=CC=NC2=C(C=C1)O (5,5′-[2-(4,6-Diphenyl-1,3,5-triazinyl)anthracene-9,10-diyl)bisquinolin-8-ol), C(CCC)[Li] (n-butyl-lithium). Solvent: C(C)#N (acetonitrile). Reaction conditions: time 1 hour. The product is C1(=CC=CC=C1)C1=NC(=NC(=N1)C1=CC=CC=C1)C1=CC2=C(C3=CC=CC=C3C(=C2C=C1)C1=C2C=CC=NC2=C(C=C1)[O-])C1=C2C=CC=NC2=C(C=C1)[O-].[Li+].[Li+] (Lithium 5,5′-[2-(4,6-diphenyl-1,3,5-triazinyl)-(9,10-anthracenediyl)]-bis-8-quinolinolate). RXN SMILES: [C:1]1([C:7]2[N:12]=[C:11]([C:13]3[CH:18]=[CH:17][CH:16]=[CH:15][CH:14]=3)[N:10]=[C:9]([C:19]3[CH:32]=[CH:31][C:30]4[C:21](=[C:22]([C:44]5[CH:53]=[CH:52][C:51]([OH:54])=[C:50]6[C:45]=5[CH:46]=[CH:47][CH:48]=[N:49]6)[C:23]5[C:28]([C:29]=4[C:33]4[CH:42]=[CH:41][C:40]([OH:43])=[C:39]6[C:34]=4[CH:35]=[CH:36][CH:37]=[N:38]6)=[CH:27][CH:26]=[CH:25][CH:24]=5)[CH:20]=3)[N:8]=2)[CH:6]=[CH:5][CH:4]=[CH:3][CH:2]=1.C([Li:59])CCC>C(#N)C>[C:13]1([C:11]2[N:12]=[C:7]([C:1]3[CH:2]=[CH:3][CH:4]=[CH:5][CH:6]=3)[N:8]=[C:9]([C:19]3[CH:32]=[CH:31][C:30]4[C:21](=[C:22]([C:44]5[CH:53]=[CH:52][C:51]([O-:54])=[C:50]6[C:45]=5[CH:46]=[CH:47][CH:48]=[N:49]6)[C:23]5[C:28]([C:29]=4[C:33]4[CH:42]=[CH:41][C:40]([O-:43])=[C:39]6[C:34]=4[CH:35]=[CH:36][CH:37]=[N:38]6)=[CH:27][CH:26]=[CH:25][CH:24]=5)[CH:20]=3)[N:10]=2)[CH:18]=[CH:17][CH:16]=[CH:15][CH:14]=1.[Li+:59].[Li+:59] |f:3.4.5|. Procedure details: 5,5′-[2-(4,6-Diphenyl-1,3,5-triazinyl)anthracene-9,10-diyl)bisquinolin-8-ol (6.95 g, 10 mmol) is dissolved in acetonitrile (300 ml), and 2.5 M n-butyl-lithium (9.9 ml, 25 mmol) is added. The solution is stirred at room temperature for 1 h. The yellow precipitate is filtered off, washed with acetonitrile and dried in vacuo (5.8 g, 80%).